The task is: describe an organic reaction: reactants, conditions, products, and yield. This data is from the Open Reaction Database (ORD), a public repository of structured organic reaction records. Starting materials: BrC(C(C(F)(F)F)(F)Br)(F)F (1,2-dibromo-1,1,2,3,3,3-hexafluoropropane), C([O-])([O-])=O.[Na+].[Na+] (sodium carbonate), S(=O)([O-])S(=O)[O-].[Na+].[Na+] (sodium dithionite), NC1=CC=CC=C1 (aniline), C(O)([O-])=O.[Na+] (sodium hydrogencarbonate). The reagents and catalysts are S(=O)(=O)(O)[O-].C(CCC)[N+](CCCC)(CCCC)CCCC (tetra-n-butylammonium hydrogensulphate). Run in COC(C)(C)C (tert-butyl methyl ether), COC(C)(C)C (tert-butyl methyl ether), O (water). Run at time 18 hour. The product is BrC(C(C(F)(F)F)(F)C1=CC=C(N)C=C1)(F)F (4-(1-bromo-1,1,2,3,3,3-hexafluoro-2-propyl)aniline). As a reaction SMILES: S(S([O-])=O)([O-])=O.[Na+].[Na+].[NH2:9][C:10]1[CH:15]=[CH:14][CH:13]=[CH:12][CH:11]=1.C(=O)([O-])O.[Na+].[Br:21][C:22]([F:31])([F:30])[C:23](Br)([F:28])[C:24]([F:27])([F:26])[F:25].C(=O)([O-])[O-].[Na+].[Na+]>S([O-])(O)(=O)=O.C([N+](CCCC)(CCCC)CCCC)CCC.COC(C)(C)C.O>[Br:21][C:22]([F:31])([F:30])[C:23]([C:13]1[CH:14]=[CH:15][C:10]([NH2:9])=[CH:11][CH:12]=1)([F:28])[C:24]([F:27])([F:26])[F:25] |f:0.1.2,4.5,7.8.9,10.11|. Reported procedure: First 476.74 g (2.74 mol) of sodium dithionite and then 250 g (2.68 mol) of aniline were added at room temperature to a mixture of 4000 ml of water, 1200 ml of tert-butyl methyl ether, 270.61 g (3.22 mol) of sodium hydrogencarbonate and 10.94 g of tetra-n-butylammonium hydrogensulphate. Subsequently, a solution of 998.07 g of 1,2-dibromo-1,1,2,3,3,3-hexafluoropropane in 300 ml of tert-butyl methyl ether was added dropwise at 35–40° C. and, on completion of addition, the mixture was stirred at RT... The reactants are CCC(C)=O, CC(=O)O, COC(=O)C(N)Cc1ccccc1, O=CNC1CC(=O)OC1=O. The product is COC(=O)C(Cc1ccccc1)NC(=O)C(CC(=O)O)NC=O. As a reaction SMILES: [CH2:28]([C:29]([CH3:30])=[O:31])[CH3:32].[CH3:11][C:12](=[O:13])[OH:14].[CH3:15][O:16][C:17]([CH:18]([NH2:19])[CH2:20][c:21]1[cH:22][cH:23][cH:24][cH:25][cH:26]1)=[O:27].[CH:1](=[O:2])[NH:3][CH:4]1[CH2:5][C:6](=[O:7])[O:8][C:9]1=[O:10]>>[CH:1](=[O:2])[NH:3][CH:4]([CH2:5][C:6](=[O:7])[OH:8])[C:9](=[O:10])[NH:19][CH:18]([C:17]([O:16][CH3:15])=[O:27])[CH2:20][c:21]1[cH:22][cH:23][cH:24][cH:25][cH:26]1. The reactants are 18.3, I.ClC1=C(C=CC=C1)C1CN=C(N1CCO)SC (5-(o-chlorophenyl)-2-(methylthio)-2-imidazoline-1-ethanol hydroiodide), N (ammonia). Run in CO (methanol). Product: I.NC=1N(C(CN1)C1=C(C=CC=C1)Cl)CCO (2-amino-5-(o-chlorophenyl)-2-imidazoline-1-ethanol hydroiodide). RXN SMILES: [IH:1].[Cl:2][C:3]1[CH:8]=[CH:7][CH:6]=[CH:5][C:4]=1[CH:9]1[N:13]([CH2:14][CH2:15][OH:16])[C:12](SC)=[N:11][CH2:10]1.[NH3:19]>CO>[IH:1].[NH2:19][C:12]1[N:13]([CH2:14][CH2:15][OH:16])[CH:9]([C:4]2[CH:5]=[CH:6][CH:7]=[CH:8][C:3]=2[Cl:2])[CH2:10][N:11]=1 |f:0.1,4.5|. Reported procedure: A mixture of 18.3 parts of 5-(o-chlorophenyl)-2-(methylthio)-2-imidazoline-1-ethanol hydroiodide and 40 parts of methanol saturated with ammonia is stirred and refluxed for 2 hours. The solvent is evaporated and the solid residue is treated with 20 parts of 2-propanol. The product is filtered off and recrystallized from 50 parts of water, yielding 2-amino-5-(o-chlorophenyl)-2-imidazoline-1-ethanol hydroiodide, m.p. 181.6°C. The reactants are CCOC(C)=O, O=[N+]([O-])c1cc(Cl)c(Oc2cnc3ccccc3c2)c(Cl)c1, O=[N+]([O-])c1cc(Cl)c(Oc2cnc3ccccc3c2)c(Cl)c1, [V]. Yields the product Nc1cc(Cl)c(Oc2cnc3ccccc3c2)c(Cl)c1. As a reaction SMILES: [CH3:45][CH2:46][O:47][C:48](=[O:49])[CH3:50].[Cl:1][c:2]1[c:3]([O:4][c:5]2[cH:6][n:7][c:8]3[cH:9][cH:10][cH:11][cH:12][c:13]3[cH:14]2)[c:15]([Cl:22])[cH:16][c:17]([N+:19]([O-:20])=[O:21])[cH:18]1.[Cl:23][c:24]1[cH:25][c:26]([N+:27]([O-:28])=[O:29])[cH:30][c:31]([Cl:32])[c:33]1[O:34][c:35]1[cH:36][n:37][c:38]2[c:39]([cH:40]1)[cH:41][cH:42][cH:43][cH:44]2.[V:51]>>[Cl:1][c:2]1[c:3]([O:4][c:5]2[cH:6][n:7][c:8]3[cH:9][cH:10][cH:11][cH:12][c:13]3[cH:14]2)[c:15]([Cl:22])[cH:16][c:17]([NH2:19])[cH:18]1. The reactants are C(C)OC(=O)C1=C(NC(=C1)C=O)C (5-formyl-2-methyl-1H-pyrrole-3-carboxylic acid ethyl ester), NN (hydrazine). The solvent is CCO (EtOH). Reaction conditions: time 8 hour. Product: C(C)OC(=O)C1=C(NC(=C1)C=NN)C (5-Hydrazonomethyl-2-methyl-1H-pyrrole-3-carboxylic acid ethyl ester). RXN SMILES: [CH2:1]([O:3][C:4]([C:6]1[CH:10]=[C:9]([CH:11]=O)[NH:8][C:7]=1[CH3:13])=[O:5])[CH3:2].[NH2:14][NH2:15]>CCO>[CH2:1]([O:3][C:4]([C:6]1[CH:10]=[C:9]([CH:11]=[N:14][NH2:15])[NH:8][C:7]=1[CH3:13])=[O:5])[CH3:2]. Reported procedure: To a solution of 5-formyl-2-methyl-1H-pyrrole-3-carboxylic acid ethyl ester (6.30 g, 0.034 mol) in EtOH (6.3 mL) was added a solution of hydrazine (1.69 mL, 0.034 mol). The reaction mixture was stirred at RT overnight. The resulting precipitate was filtered and dried in vacuo to give the titled compound, 6.79 g as a light yellow solid. This material was used without further purification.